From a dataset of the Open Reaction Database (ORD), a public repository of structured organic reaction records. describe an organic reaction: reactants, conditions, products, and yield Starting materials: CCC1C(=O)N2C(C(=O)OCc3ccc([N+](=O)[O-])cc3)=C(SC(C)=O)SSC12, ClCCl, c1ccc(P(c2ccccc2)c2ccccc2)cc1. Yields the product CCC1C(=O)N2C(C(=O)OCc3ccc([N+](=O)[O-])cc3)=C(SC(C)=O)SC12. Reaction SMILES: [CH2:1]([CH3:2])[CH:3]1[CH:4]2[S:5][S:6][C:7]([S:25][C:26]([CH3:27])=[O:28])=[C:8]([C:12](=[O:13])[O:14][CH2:15][c:16]3[cH:17][cH:18][c:19]([N+:22](=[O:23])[O-:24])[cH:20][cH:21]3)[N:9]2[C:10]1=[O:11].[Cl:48][CH2:49][Cl:50].[c:29]1([P:30]([c:31]2[cH:32][cH:33][cH:34][cH:35][cH:36]2)[c:37]2[cH:38][cH:39][cH:40][cH:41][cH:42]2)[cH:43][cH:44][cH:45][cH:46][cH:47]1>>[CH2:1]([CH3:2])[CH:3]1[CH:4]2[S:6][C:7]([S:25][C:26]([CH3:27])=[O:28])=[C:8]([C:12](=[O:13])[O:14][CH2:15][c:16]3[cH:17][cH:18][c:19]([N+:22](=[O:23])[O-:24])[cH:20][cH:21]3)[N:9]2[C:10]1=[O:11].